Dataset: the Open Reaction Database (ORD), a public repository of structured organic reaction records. Task: describe an organic reaction: reactants, conditions, products, and yield Reactants: BrC=1SC=CC1C (2-bromo-3-methylthiophene), [Li+].CC(C)[N-]C(C)C (LDA), CN(C)C=O (DMF), O (water). Run in C1CCOC1 (THF), C1CCOC1 (THF). Run at time 30 minute. Product: BrC1=C(C=C(S1)C=O)C (5-bromo-4-methylthiophene-2-carbaldehyde). Reaction SMILES: [Br:1][C:2]1[S:3][CH:4]=[CH:5][C:6]=1[CH3:7].[Li+].CC([N-]C(C)C)C.CN([CH:19]=[O:20])C.O>C1COCC1>[Br:1][C:2]1[S:3][C:4]([CH:19]=[O:20])=[CH:5][C:6]=1[CH3:7] |f:1.2|. Procedure: To a solution of 2-bromo-3-methylthiophene (2.66 g, 15.0 mmol) in dry THF (10 mL) at −65° C. was added LDA solution (15.0 mmol) dropwise. After stirring for 30 min, DMF (3.0 g, 10.0 mmol) in dry THF (3 mL) was added dropwise and the reaction was stirred at −65° C. for 2 h. The reaction was warmed to room temperature and water was added. The quenched mixture was extracted with EtOAc (3×100 mL). The combined extract was washed with brine and dried over anhydrous Na2SO4. After filtration and concen...